Task: describe an organic reaction: reactants, conditions, products, and yield. Dataset: the Open Reaction Database (ORD), a public repository of structured organic reaction records Starting materials: [Cl-].ClC1=C(C[P+](C2=CC=CC=C2)(C2=CC=CC=C2)C2=CC=CC=C2)C(=C(C(=C1C)OC)C)C (2-chloro-4-methoxy-3,5,6-trimethyl-benzyl-triphenylphosphonium chloride), [Na] (sodium), C(C)OC(C=C(C=CC=C(C)C=O)C)=O (7-formyl-3-methyl-octa-2,4,6-trien-1-oic acid ethyl ester), CC[O-].[Na+] (sodium ethylate). Run in C(C)O (ethanol), CN(C=O)C (dimethylformamide). Run at time 12 hour. Product: C(C)OC(C=C(C=CC=C(C=CC1=C(C(=C(C(=C1C)C)OC)C)Cl)C)C)=O (9-(2-chloro-4-methoxy-3,5,6-trimethyl-phenyl)-3,7-dimethyl-nona-2,4,6,8-tetraen-1-oic acid ethyl ester). RXN SMILES: [Cl-].[Cl:2][C:3]1[C:28]([CH3:29])=[C:27]([O:30][CH3:31])[C:26]([CH3:32])=[C:25]([CH3:33])[C:4]=1[CH2:5][P+](C1C=CC=CC=1)(C1C=CC=CC=1)C1C=CC=CC=1.[CH2:34]([O:36][C:37](=[O:48])[CH:38]=[C:39]([CH3:47])[CH:40]=[CH:41][CH:42]=[C:43]([CH:45]=O)[CH3:44])[CH3:35].CC[O-].[Na+].[Na]>C(O)C.CN(C)C=O>[CH2:34]([O:36][C:37](=[O:48])[CH:38]=[C:39]([CH3:47])[CH:40]=[CH:41][CH:42]=[C:43]([CH3:45])[CH:44]=[CH:5][C:4]1[C:25]([CH3:33])=[C:26]([CH3:32])[C:27]([O:30][CH3:31])=[C:28]([CH3:29])[C:3]=1[Cl:2])[CH3:35] |f:0.1,3.4,^1:52|. Procedure: 9.9 g. of 2-chloro-4-methoxy-3,5,6-trimethyl-benzyl-triphenylphosphonium chloride are dissolved in 50 ml. of dimethylformamide. After the addition of 4.16 g. of 7-formyl-3-methyl-octa-2,4,6-trien-1-oic acid ethyl ester, the solution is treated dropwise at 20° C. with 10 ml. of a solution of sodium ethylate freshly prepared from 0.460 g. of sodium and 10 ml. of absolute ethanol. The mixture is stirred at room temperature for 12 hours, then introduced into 100 ml. of water and extracted with hexan... Reactants: acyloxyalkyl alkoxycarbonyloxyalkyl carboxylic esters, carboxylic acids, C(C)(=O)NCCCS(=O)(=O)OCC([C@H](C(=O)O)OCC1=CC=CC=C1)(C)C ((2R)-4-{[3-(Acetylamino)propyl]sulfonyloxy}-3,3-dimethyl-2-(phenylmethoxy)butanoic acid), C1(=CC=CC=C1)COCC(=O)OC(C)Cl (1-Chloroethyl 2-(Phenylmethoxy)acetate). The reagents and catalysts are C([O-])([O-])=O.[Ag+2] (silver carbonate). Solvent: C1(=CC=CC=C1)C (toluene). Product: C(C)(=O)NCCCS(=O)(=O)OCC([C@H](C(=O)OCCOC(COCC1=CC=CC=C1)=O)OCC1=CC=CC=C1)(C)C ([2-(phenylmethoxy)acetyloxy]ethyl (2R)-4-{[3-(acetylamino)propyl]sulfonyloxy}-3,3-dimethyl-2-(phenylmethoxy)butanoate). Yield: 8.4%. As a reaction SMILES: [C:1]([NH:4][CH2:5][CH2:6][CH2:7][S:8]([O:11][CH2:12][C:13]([CH3:27])([CH3:26])[C@@H:14]([O:18][CH2:19][C:20]1[CH:25]=[CH:24][CH:23]=[CH:22][CH:21]=1)[C:15]([OH:17])=[O:16])(=[O:10])=[O:9])(=[O:3])[CH3:2].[C:28]1([CH2:34][O:35][CH2:36][C:37]([O:39][CH:40](Cl)[CH3:41])=[O:38])[CH:33]=[CH:32][CH:31]=[CH:30][CH:29]=1>C1(C)C=CC=CC=1.C(=O)([O-])[O-].[Ag+2]>[C:1]([NH:4][CH2:5][CH2:6][CH2:7][S:8]([O:11][CH2:12][C:13]([CH3:27])([CH3:26])[C@@H:14]([O:18][CH2:19][C:20]1[CH:25]=[CH:24][CH:23]=[CH:22][CH:21]=1)[C:15]([O:17][CH2:41][CH2:40][O:39][C:37](=[O:38])[CH2:36][O:35][CH2:34][C:28]1[CH:33]=[CH:32][CH:31]=[CH:30][CH:29]=1)=[O:16])(=[O:10])=[O:9])(=[O:3])[CH3:2] |f:3.4|. Procedure: Following the general procedure for the preparation of acyloxyalkyl/alkoxycarbonyloxyalkyl carboxylic esters from carboxylic acids of Description 22, (2R)-4-{[3-(acetylamino)propyl]sulfonyloxy}-3,3-dimethyl-2-(phenylmethoxy)butanoic acid (17) (0.8 g, 2.0 mmol) dissolved in 12 mL of anhydrous toluene was reacted with 1.4 g (6.0 mmol) of 1-chloroethyl 2-(phenylmethoxy)acetate (25) in the presence of 1.1 g (4.0 mmol) of silver carbonate (Ag2CO3). After work-up and further purification by mass-guide... Reactants: CCOC(=O)c1c(C)c[nH]c1CCNCCN1CCCCC1, C[Al](C)C, Cc1ccccc1, [Na+], [OH-], O. Product: Cc1c[nH]c2c1C(=O)N(CCN1CCCCC1)CC2. Reaction SMILES: [CH2:1]([O:3][C:4](=[O:2])[c:6]1[c:7]([CH2:12][CH2:13][NH:14][CH2:15][CH2:16][N:17]2[CH2:18][CH2:19][CH2:20][CH2:21][CH2:22]2)[nH:8][cH:9][c:10]1[CH3:11])[CH3:5].[CH3:23][Al:24]([CH3:25])[CH3:26].[CH3:30][c:31]1[cH:32][cH:33][cH:34][cH:35][cH:36]1.[Na+:29].[OH-:28].[OH2:27]>>[O:3]=[C:4]1[c:6]2[c:7]([nH:8][cH:9][c:10]2[CH3:11])[CH2:12][CH2:13][N:14]1[CH2:15][CH2:16][N:17]1[CH2:18][CH2:19][CH2:20][CH2:21][CH2:22]1. The reactants are BrC(=C[C@@H]1CC[C@H](CC1)C(=O)OC)Br (trans-Methyl 4-(2,2-dibromovinyl)cyclohexanecarboxylate), [OH-].[K+] (potassium hydroxide). Solvent: CO (methanol). The product is BrC(=C[C@@H]1CC[C@H](CC1)C(=O)O)Br (trans-4-(2,2-dibromovinyl)cyclohexanecarboxylic acid). The yield is 89.6%. As a reaction SMILES: [Br:1][C:2]([Br:14])=[CH:3][C@H:4]1[CH2:9][CH2:8][C@H:7]([C:10]([O:12]C)=[O:11])[CH2:6][CH2:5]1.[OH-].[K+]>CO>[Br:1][C:2]([Br:14])=[CH:3][C@H:4]1[CH2:9][CH2:8][C@H:7]([C:10]([OH:12])=[O:11])[CH2:6][CH2:5]1 |f:1.2|. Procedure: trans-Methyl 4-(2,2-dibromovinyl)cyclohexanecarboxylate (4.2 g) was stirred in a solution of potassium hydroxide (1.09 g) in methanol (50 ml) overnight. The solvent was then removed under reduced pressure. Water (50 ml) was added and the mixture extracted with diethyl ether. The aqueous layer was then acidified with hydrochloric acid. Re-extraction with ether was followed by washing of the organic layer with brine and drying over anhydrous magnesium sulphate. Evaporation gave trans-4-(2,2-dibrom... The reactants are [N+](=O)([O-])C1=CC=C2C=NNC(C2=C1)=O (7-nitro-1(2H)-phthalazinone), COC=1C=CC(=CC1)P2(=S)SP(=S)(S2)C=3C=CC(=CC3)OC (Lawesson reagent). Run in C(C)#N (acetonitrile). Yields the product [N+](=O)([O-])C1=CC=C2C=NNC(C2=C1)=S (7-nitro-1(2H)-phthalazinethione). As a reaction SMILES: [N+:1]([C:4]1[CH:13]=[C:12]2[C:7]([CH:8]=[N:9][NH:10][C:11]2=O)=[CH:6][CH:5]=1)([O-:3])=[O:2].COC1C=CC(P2(SP(C3C=CC(OC)=CC=3)(=S)S2)=[S:24])=CC=1>C(#N)C>[N+:1]([C:4]1[CH:13]=[C:12]2[C:7]([CH:8]=[N:9][NH:10][C:11]2=[S:24])=[CH:6][CH:5]=1)([O-:3])=[O:2]. Procedure: 13.9 g of 7-nitro-1(2H)-phthalazinone and 16.3 g of Lawesson reagent in 170 ml of acetonitrile are heated under reflux for 45 minutes. The reaction mixture is filtered while hot. The filtrate is cooled in an ice-bath and the crystals obtained are removed by filtration under suction. After drying in vacuo and recrystallization there is obtained 7-nitro-1(2H)-phthalazinethione as yellow crystals of m.p. 233+-234° (methanol/acetonitrile).